Dataset: the Open Reaction Database (ORD), a public repository of structured organic reaction records. Task: describe an organic reaction: reactants, conditions, products, and yield Reactants: C1COCCO1, CCOC(=O)c1nn(-c2ccc(OC)cc2)c2c1CCN(c1ccc(-c3ccccc3CN(C)C(=O)NC)cc1)C2=O, [NH4+], [OH-]. Yields the product CNC(=O)N(C)Cc1ccccc1-c1ccc(N2CCc3c(C(N)=O)nn(-c4ccc(OC)cc4)c3C2=O)cc1. Reaction SMILES: [CH2:45]1[O:46][CH2:47][CH2:48][O:49][CH2:50]1.[CH3:1][O:2][c:3]1[cH:4][cH:5][c:6](-[n:9]2[n:10][c:11]([C:38](=[O:39])[O:40][CH2:41][CH3:42])[c:12]3[c:13]2[C:14](=[O:37])[N:15]([c:18]2[cH:19][cH:20][c:21](-[c:24]4[c:25]([CH2:30][N:31]([C:32](=[O:33])[NH:34][CH3:35])[CH3:36])[cH:26][cH:27][cH:28][cH:29]4)[cH:22][cH:23]2)[CH2:16][CH2:17]3)[cH:7][cH:8]1.[NH4+:44].[OH-:43]>>[CH3:1][O:2][c:3]1[cH:4][cH:5][c:6](-[n:9]2[n:10][c:11]([C:38](=[O:39])[NH2:44])[c:12]3[c:13]2[C:14](=[O:37])[N:15]([c:18]2[cH:19][cH:20][c:21](-[c:24]4[c:25]([CH2:30][N:31]([C:32](=[O:33])[NH:34][CH3:35])[CH3:36])[cH:26][cH:27][cH:28][cH:29]4)[cH:22][cH:23]2)[CH2:16][CH2:17]3)[cH:7][cH:8]1. Starting materials: C(C)(C)(C)OC(=O)N1CCN(CC1)C1=C(C=C(C=C1)C(=O)OC)C (4-(4-methoxycarbonyl-2-methylphenyl)piperazine-1-carboxylic acid tert-butyl ester), [C@@H]([C@H](C(=O)[O-])O)(C(=O)[O-])O.[Na+].[K+] (Rochelle salt), [H-].C(C(C)C)[Al+]CC(C)C (diisobutylaluminum hydride), CO (methanol). Run in C(C)OCC (diethyl ether). Reaction conditions: temperature -78 celsius. Yields the product C(C)(C)(C)OC(=O)N1CCN(CC1)C1=C(C=C(C=C1)CO)C (4-(4-hydroxymethyl-2-methylphenyl)piperazine-1-carboxylic acid tert-butyl ester). The yield is 55.3%. Reaction SMILES: [C:1]([O:5][C:6]([N:8]1[CH2:13][CH2:12][N:11]([C:14]2[CH:19]=[CH:18][C:17]([C:20](OC)=[O:21])=[CH:16][C:15]=2[CH3:24])[CH2:10][CH2:9]1)=[O:7])([CH3:4])([CH3:3])[CH3:2].[H-].C([Al+]CC(C)C)C(C)C.CO.[C@H](O)(C([O-])=O)[C@@H](O)C([O-])=O.[Na+].[K+]>C(OCC)C>[C:1]([O:5][C:6]([N:8]1[CH2:9][CH2:10][N:11]([C:14]2[CH:19]=[CH:18][C:17]([CH2:20][OH:21])=[CH:16][C:15]=2[CH3:24])[CH2:12][CH2:13]1)=[O:7])([CH3:4])([CH3:3])[CH3:2] |f:1.2,4.5.6|. Procedure details: The intermediate 4-(4-methoxycarbonyl-2-methylphenyl)piperazine-1-carboxylic acid tert-butyl ester (1.42 g) described in Preparation Example 97 was dissolved in diethyl ether (18 mL), 0.99M diisobutylaluminum hydride (9 mL) was added under cooling to −78° C., and the mixture was stirred while rising the temperature to room temperature. The mixture was further stirred at room temperature for 2 hr, methanol (0.7 mL) was added, and aqueous solution (5 mL) of Rochelle salt was added. The precipitate... Reactants: CC(=O)O[BH-](OC(C)=O)OC(C)=O, ClCCl, Cc1nc(OCCCC=O)nc2[nH]c(=O)ccc12, CC(C)c1cccc(N2CCNCC2)n1, [Na+]. Yields the product Cc1nc(OCCCCN2CCN(c3cccc(C(C)C)n3)CC2)nc2[nH]c(=O)ccc12. As a reaction SMILES: [C:34]([O:35][BH-:36]([O:37][C:38](=[O:39])[CH3:40])[O:41][C:42](=[O:43])[CH3:44])(=[O:45])[CH3:46].[CH2:48]([Cl:49])[Cl:50].[CH3:1][c:2]1[c:3]2[c:4]([n:5][c:6]([O:8][CH2:9][CH2:10][CH2:11][CH:12]=[O:13])[n:7]1)[nH:14][c:15](=[O:18])[cH:16][cH:17]2.[CH:19]([CH3:20])([CH3:21])[c:22]1[cH:23][cH:24][cH:25][c:26]([N:28]2[CH2:29][CH2:30][NH:31][CH2:32][CH2:33]2)[n:27]1.[Na+:47]>>[CH3:1][c:2]1[c:3]2[c:4]([n:5][c:6]([O:8][CH2:9][CH2:10][CH2:11][CH2:12][N:31]3[CH2:30][CH2:29][N:28]([c:26]4[cH:25][cH:24][cH:23][c:22]([CH:19]([CH3:20])[CH3:21])[n:27]4)[CH2:33][CH2:32]3)[n:7]1)[nH:14][c:15](=[O:18])[cH:16][cH:17]2. Reactants: C1C(CC2=CC=CC=C12)=O (2-indanone), C(C)(C)O (isopropanol), Cl.COC1=CC=C(C=C1)NN (p-methoxyphenylhydrazin hydrochloride), C(=O)(O)[O-].[Na+] (NaHCO3). The solvent is O (water). Reaction conditions: temperature 82 celsius. Yields the product COC=1C=C2C3=C(NC2=CC1)CC1=CC=CC=C13 (2-Methoxy-5,6-dihydroindeno[2,1-b]indole). Isolated yield 96.7%. Reaction SMILES: [CH2:1]1[C:9]2[C:4](=[CH:5][CH:6]=[CH:7][CH:8]=2)[CH2:3][C:2]1=O.C(O)(C)C.Cl.[CH3:16][O:17][C:18]1[CH:23]=[CH:22][C:21]([NH:24]N)=[CH:20][CH:19]=1.C([O-])(O)=O.[Na+]>O>[CH3:16][O:17][C:18]1[CH:19]=[C:20]2[C:21](=[CH:22][CH:23]=1)[NH:24][C:2]1[CH2:3][C:4]3[C:9]([C:1]2=1)=[CH:8][CH:7]=[CH:6][CH:5]=3 |f:2.3,4.5|. Procedure details: 8.21 g of 2-indanone (Aldrich, 98%, Mw=132.16, 60.88 mmol), 40 mL of isopropanol, 10.84 g of p-methoxyphenylhydrazin hydrochloride (Aldrich, 98%, Mw=174.63, 60.83 mmol) were charged at room temperature in a 250 mL flask equipped with magnetic stirrer. The slurry was brought to reflux (82° C.), (a black slurry was obtained), and kept at reflux for 1 hour. The dark brown viscous suspension was then cooled to room temperature; 200 mL of water saturated with NaHCO3 were added into the reactor (final... The reactants are C=1C=CC2=C(C1)N=NN2O (HOBT), CCN=C=NCCCN(C)C (EDCI), C(C1=CC=CO1)N (furfuryl amine), O (H2O), C(C)OC(=O)C=1C(=C2C(=NC1CCC1=CC=C(C=C1)F)N1N(C2=O)CCC1)C1=CC=C(C(=O)O)C=C1 (4-{3-(Ethoxycarbonyl)-2-[2-(4-fluorophenyl)ethyl]-5-oxo-8,9-dihydro-5H,7H-pyrazolo[1′2′:1,2]pyrazolo[3,4-b]pyridin-4-yl}benzoic acid). The solvent is CN(C)C=O (DMF). Conditions: time 4 hour. The product is FC1=CC=C(C=C1)CCC1=C(C(=C2C(=N1)N1N(C2=O)CCC1)C1=CC=C(C=C1)C(=O)NCC=1OC=CC1)C(=O)OCC (Ethyl 2-[2-(4-fluorophenyl)ethyl]-4-(4-{[(2-furylmethyl)amino]carbonyl}-phenyl)-5-oxo-8,9-dihydro-5H,7H-pyrazolo[1′,2′:1,2]pyrazolo[3,4-b]pyridine-3-carboxylate). Yield: 33.3%. As a reaction SMILES: CCN=C=NCCCN(C)C.[CH2:12]([NH2:18])[C:13]1[O:17][CH:16]=[CH:15][CH:14]=1.[CH2:19]([O:21][C:22]([C:24]1[C:25]([C:46]2[CH:54]=[CH:53][C:49]([C:50](O)=[O:51])=[CH:48][CH:47]=2)=[C:26]2[C:41](=[O:42])[N:40]3[CH2:43][CH2:44][CH2:45][N:39]3[C:27]2=[N:28][C:29]=1[CH2:30][CH2:31][C:32]1[CH:37]=[CH:36][C:35]([F:38])=[CH:34][CH:33]=1)=[O:23])[CH3:20].C1C=CC2N(O)N=NC=2C=1.O>CN(C=O)C>[F:38][C:35]1[CH:36]=[CH:37][C:32]([CH2:31][CH2:30][C:29]2[N:28]=[C:27]3[N:39]4[CH2:45][CH2:44][CH2:43][N:40]4[C:41](=[O:42])[C:26]3=[C:25]([C:46]3[CH:54]=[CH:53][C:49]([C:50]([NH:18][CH2:12][C:13]4[O:17][CH:16]=[CH:15][CH:14]=4)=[O:51])=[CH:48][CH:47]=3)[C:24]=2[C:22]([O:21][CH2:19][CH3:20])=[O:23])=[CH:33][CH:34]=1. Reported procedure: EDCI (31 mg, 0.16 mmol) was added to a solution of furfuryl amine (14 mg, 0.15 mmol), the product from Step E (71 mg, 0.15 mmol) and HOBT.H2O (20 mg, 0.15 mmol) in DMF (2.5 mL). The reaction was stirred 4 h at rt and then concentrated at reduced pressure. The remaining material was dissolved in CH2Cl2, washed with water, dried, filtered and concentrated. Chromatography on silica gel afforded the title compound as a yellow solid (30 mg, 0.05 mmol, 33%): 1H NMR (400 MHz, DMSO-d6) δ 9.06 (t, 1H, J=... The reactants are CC(C(=O)O)CCCCSC1=C(C[C@H]([C@@H]1\C=C\[C@H](C[C@@H](CCCC)C)O[Si](C)(C)C(C)(C)C)O[Si](C)(C)C(C)(C)C)OS(=O)(=O)C(F)(F)F (methyl (11R,12S,13E,15S,17R)-9-trifluoromethanesulfonyloxy-11,15-bis(tert-butyldimethylsiloxy)-17,20-dimethyl-7-thiaprosta-8,13-dienoic acid), P(=O)([O-])([O-])[O-].[K+].[K+].[K+] (tripotassium phosphate), O1CCCC1 (tetrahydrofuran), C=CCCC (1-pentene), [O-][Si](=O)[O-].[Mg+2] (Florisil), C12CCCC(CCC1)B2 (9-borabicyclo[3,3,1]nonane), O1CCCC1 (tetrahydrofuran). Conditions: time 6 hour. Product: C(CCCC)C1=C(SCCCCCC(=O)OC)[C@H]([C@@H](C1)O[Si](C)(C)C(C)(C)C)\C=C\[C@H](C[C@@H](CCCC)C)O[Si](C)(C)C(C)(C)C (methyl (11R,12S,13E,15S,17R)-9-pentyl-11,15-bis(tert-butyldimethylsiloxy)-17,20-dimethyl-7-thiaprosta-8,13-dienoate). Yield: 38.0%. As a reaction SMILES: [CH2:1]=[CH:2][CH2:3][CH2:4][CH3:5].[CH:6]12BC(CCC1)CCC2.C[CH:16]([CH2:20][CH2:21][CH2:22][CH2:23][S:24][C:25]1[C@@H:29](/[CH:30]=[CH:31]/[C@@H:32]([O:40][Si:41]([C:44]([CH3:47])([CH3:46])[CH3:45])([CH3:43])[CH3:42])[CH2:33][C@H:34]([CH3:39])[CH2:35][CH2:36][CH2:37][CH3:38])[C@H:28]([O:48][Si:49]([C:52]([CH3:55])([CH3:54])[CH3:53])([CH3:51])[CH3:50])[CH2:27]C=1OS(C(F)(F)F)(=O)=O)[C:17]([OH:19])=O.P([O-])([O-])([O-])=O.[K+].[K+].[K+].[O-][Si]([O-])=O.[Mg+2].[O:77]1CCC[CH2:78]1>>[CH2:2]([C:1]1[CH2:27][C@@H:28]([O:48][Si:49]([C:52]([CH3:54])([CH3:53])[CH3:55])([CH3:50])[CH3:51])[C@H:29](/[CH:30]=[CH:31]/[C@@H:32]([O:40][Si:41]([C:44]([CH3:45])([CH3:47])[CH3:46])([CH3:42])[CH3:43])[CH2:33][C@H:34]([CH3:39])[CH2:35][CH2:36][CH2:37][CH3:38])[C:25]=1[S:24][CH2:23][CH2:22][CH2:21][CH2:20][CH2:16][C:17]([O:77][CH3:78])=[O:19])[CH2:3][CH2:4][CH2:5][CH3:6] |f:3.4.5.6,7.8|. Reported procedure: 1-pentene (110 μl, 1.0 mmol) in tetrahydrofuran (3 mL) was ice-cooled, then 9-borabicyclo[3,3,1]nonane (9-BBN, 0.5M THF solution, 2.0 mL, 1.05 mmoL) was added. This was agitated for 6 hours while gradually raising the reaction temperature to room temperature. Further, to this were added methyl (11R,12S,13E,15S,17R)-9-trifluoromethanesulfonyloxy-11,15-bis(tert-butyldimethylsiloxy)-17,20-dimethyl-7-thiaprosta-8,13-dienoic acid (205 mg, 0.264 mmol), bistriphenylphosphinepalladiumchloride (140 mg, 0... Starting materials: C(C1=CC=CC=C1)N1CCN(CC1)C1=CC=C(N)C=C1 (4-(N-benzylpiperazino)aniline), ClC1=NC=C(C(=N1)Cl)F (2,4-dichloro-5-fluoropyrimidine). Yields the product C(C1=CC=CC=C1)N1CCN(CC1)C1=CC=C(C=C1)NC1=NC(=NC=C1F)Cl (N4-[4-(N-benzylpiperazino)phenyl]-2-chloro-5-fluoro-4-pyrimidineamine). Reaction SMILES: [CH2:1]([N:8]1[CH2:13][CH2:12][N:11]([C:14]2[CH:20]=[CH:19][C:17]([NH2:18])=[CH:16][CH:15]=2)[CH2:10][CH2:9]1)[C:2]1[CH:7]=[CH:6][CH:5]=[CH:4][CH:3]=1.[Cl:21][C:22]1[N:27]=[C:26](Cl)[C:25]([F:29])=[CH:24][N:23]=1>>[CH2:1]([N:8]1[CH2:9][CH2:10][N:11]([C:14]2[CH:15]=[CH:16][C:17]([NH:18][C:24]3[C:25]([F:29])=[CH:26][N:27]=[C:22]([Cl:21])[N:23]=3)=[CH:19][CH:20]=2)[CH2:12][CH2:13]1)[C:2]1[CH:3]=[CH:4][CH:5]=[CH:6][CH:7]=1. Reported procedure: In like manner to the preparation of 2-chloro-N4-(3,4-ethylenedioxyphenyl)-5-fluoro-4-pyrimidineamine, 4-(N-benzylpiperazino)aniline and 2,4-dichloro-5-fluoropyrimidine gave N4-[4-(N-benzylpiperazino)phenyl]-2-chloro-5-fluoro-4-pyrimidineamine. 1H NMR (CDCl3): δ 2.81 (m, 4 H), 3.37 (m, 6 H), 6.85 (br, 1 H), 6.93 (d, J=9.0 Hz, 2 H), 7.40 (m, 5 H), 7.50 (d, J=9.3 Hz, 2 H), 8.02 (d, J=2.7 Hz, 1 H); LCMS: ret. time: 20.56 min, purity: 97.75%; MS (m/e): 398.00 (MH+).